describe an organic reaction: reactants, conditions, products, and yield From a dataset of the Open Reaction Database (ORD), a public repository of structured organic reaction records. Reactants: C1CCOC1, CO, CCOC(=O)C1CCOc2cc(Oc3ccc(C(=O)NC4CCC(c5ccccc5)CC4)cc3)c(Cl)cc21, [Na+], [OH-]. Yields the product O=C(NC1CCC(c2ccccc2)CC1)c1ccc(Oc2cc3c(cc2Cl)C(C(=O)O)CCO3)cc1. Reaction SMILES: [CH2:41]1[O:42][CH2:43][CH2:44][CH2:45]1.[CH3:46][OH:47].[Cl:1][c:2]1[cH:3][c:4]2[c:9]([cH:10][c:11]1[O:12][c:13]1[cH:14][cH:15][c:16]([C:19]([NH:20][CH:21]3[CH2:22][CH2:23][CH:24]([c:27]4[cH:28][cH:29][cH:30][cH:31][cH:32]4)[CH2:25][CH2:26]3)=[O:33])[cH:17][cH:18]1)[O:8][CH2:7][CH2:6][CH:5]2[C:34](=[O:35])[O:36][CH2:37][CH3:38].[Na+:40].[OH-:39]>>[Cl:1][c:2]1[cH:3][c:4]2[c:9]([cH:10][c:11]1[O:12][c:13]1[cH:14][cH:15][c:16]([C:19]([NH:20][CH:21]3[CH2:22][CH2:23][CH:24]([c:27]4[cH:28][cH:29][cH:30][cH:31][cH:32]4)[CH2:25][CH2:26]3)=[O:33])[cH:17][cH:18]1)[O:8][CH2:7][CH2:6][CH:5]2[C:34](=[O:35])[OH:36]. Starting materials: ClC1=C(C=CC(=C1)Cl)C=1N=C(N(C1)C1=CC=C(C=C1)N1CC(N(S1(=O)=O)COCC[Si](C)(C)C)=O)CC1=CC=C(C=C1)B1OC(C(O1)(C)C)(C)C (5-(4-{4-(2,4-Dichloro-phenyl)-2-[4-(4,4,5,5-tetramethyl-[1,3,2]dioxaborolan-2-yl)-benzyl]-imidazol-1-yl}-phenyl)-1,1-dioxo-2-(2-trimethylsilanyl-ethoxymethyl)-[1,2,5]thiadiazolidin-3-one), ClC=1N=NC(=CC1)Cl (3,6-dichloropyridazine). The product is ClC1=CC=C(N=N1)C1=CC=C(CC=2N(C=C(N2)C2=C(C=C(C=C2)Cl)Cl)C2=CC=C(C=C2)N2CC(N(S2(=O)=O)COCC[Si](C)(C)C)=O)C=C1 (5-{4-[2-[4-(6-chloro-pyridazin-3-yl)-benzyl]-4-(2,4-dichloro-phenyl)-imidazol-1-yl]-phenyl}-1,1-dioxo-2-(2-trimethylsilanyl-ethoxymethyl)-[1,2,5]thiadiazolidin-3-one). Reaction SMILES: [Cl:1][C:2]1[CH:7]=[C:6]([Cl:8])[CH:5]=[CH:4][C:3]=1[C:9]1[N:10]=[C:11]([CH2:36][C:37]2[CH:42]=[CH:41][C:40](B3OC(C)(C)C(C)(C)O3)=[CH:39][CH:38]=2)[N:12]([C:14]2[CH:19]=[CH:18][C:17]([N:20]3[S:24](=[O:26])(=[O:25])[N:23]([CH2:27][O:28][CH2:29][CH2:30][Si:31]([CH3:34])([CH3:33])[CH3:32])[C:22](=[O:35])[CH2:21]3)=[CH:16][CH:15]=2)[CH:13]=1.[Cl:52][C:53]1[N:54]=[N:55][C:56](Cl)=[CH:57][CH:58]=1>>[Cl:52][C:53]1[N:54]=[N:55][C:56]([C:40]2[CH:41]=[CH:42][C:37]([CH2:36][C:11]3[N:12]([C:14]4[CH:19]=[CH:18][C:17]([N:20]5[S:24](=[O:25])(=[O:26])[N:23]([CH2:27][O:28][CH2:29][CH2:30][Si:31]([CH3:32])([CH3:33])[CH3:34])[C:22](=[O:35])[CH2:21]5)=[CH:16][CH:15]=4)[CH:13]=[C:9]([C:3]4[CH:4]=[CH:5][C:6]([Cl:8])=[CH:7][C:2]=4[Cl:1])[N:10]=3)=[CH:38][CH:39]=2)=[CH:57][CH:58]=1. Procedure details: 5-(4-{4-(2,4-Dichloro-phenyl)-2-[4-(4,4,5,5-tetramethyl-[1,3,2]dioxaborolan-2-yl)-benzyl]-imidazol-1-yl}-phenyl)-1,1-dioxo-2-(2-trimethylsilanyl-ethoxymethyl)-[1,2,5]thiadiazolidin-3-one (385 mg, 0.5 mmol) was treated as described in general procedure G using 3,6-dichloropyridazine (149 mg, 1 mmol) to give 5-{4-[2-[4-(6-chloro-pyridazin-3-yl)-benzyl]-4-(2,4-dichloro-phenyl)-imidazol-1-yl]-phenyl}-1,1-dioxo-2-(2-trimethylsilanyl-ethoxymethyl)-[1,2,5]thiadiazolidin-3-one.